Dataset: the Open Reaction Database (ORD), a public repository of structured organic reaction records. Task: describe an organic reaction: reactants, conditions, products, and yield Starting materials: OC1=CC=C(C=C1)CCCOC1=C(C=C(C(=O)OC)C=C1)C(=O)NC1CC(CCC1)C(=O)OC (methyl 4-[3-(4-hydroxyphenyl)propoxy]-3-({[3-(methoxycarbonyl)cyclohexyl]amino}carbonyl)benzoate), ClCC1=CC=C(C=C1)OCCC (1-(chloromethyl)-4-propoxybenzene). Product: COC(=O)C1CC(CCC1)NC(=O)C=1C=C(C(=O)OC)C=CC1OCCCC1=CC=C(C=C1)OCC1=CC=C(C=C1)OCCC (Methyl 3-({[3-(methoxycarbonyl)cyclohexyl]amino}carbonyl)-4-(3-{4-[(4-propoxybenzyl)oxy]phenyl}propoxy)benzoate). As a reaction SMILES: [OH:1][C:2]1[CH:7]=[CH:6][C:5]([CH2:8][CH2:9][CH2:10][O:11][C:12]2[CH:21]=[CH:20][C:15]([C:16]([O:18][CH3:19])=[O:17])=[CH:14][C:13]=2[C:22]([NH:24][CH:25]2[CH2:30][CH2:29][CH2:28][CH:27]([C:31]([O:33][CH3:34])=[O:32])[CH2:26]2)=[O:23])=[CH:4][CH:3]=1.Cl[CH2:36][C:37]1[CH:42]=[CH:41][C:40]([O:43][CH2:44][CH2:45][CH3:46])=[CH:39][CH:38]=1>>[CH3:34][O:33][C:31]([CH:27]1[CH2:28][CH2:29][CH2:30][CH:25]([NH:24][C:22]([C:13]2[CH:14]=[C:15]([CH:20]=[CH:21][C:12]=2[O:11][CH2:10][CH2:9][CH2:8][C:5]2[CH:6]=[CH:7][C:2]([O:1][CH2:36][C:37]3[CH:42]=[CH:41][C:40]([O:43][CH2:44][CH2:45][CH3:46])=[CH:39][CH:38]=3)=[CH:3][CH:4]=2)[C:16]([O:18][CH3:19])=[O:17])=[O:23])[CH2:26]1)=[O:32]. Reported procedure: Methyl 3-({[3-(methoxycarbonyl)cyclohexyl]amino}carbonyl)-4-(3-{4-[(4-propoxybenzyl)oxy]phenyl}propoxy)benzoate is prepared in analogy to the process described in Example 34 from methyl 4-[3-(4-hydroxyphenyl)propoxy]-3-({[3-(methoxycarbonyl)cyclohexyl]amino}carbonyl)benzoate and 1-(chloromethyl)-4-propoxybenzene. Reactants: C(C)(=O)OC(C)=O (acetyl acetate), N1=CC=CC=C1 (pyridine), CN(CCN1CCN(CC1)C)CC=1C=C(C(=O)NC2=C(C=C(C=C2)N2CCCCC2)C=2C=C(C(=O)NCC3=CC(=CC=C3)C(F)(F)F)C=CN2)C=CC1 (2-(2-(3-((methyl(2-(4-methylpiperazin-1-yl)ethyl)amino)methyl)benzamido)-5-(piperidin-1-yl)phenyl)-N-(3-(trifluoromethyl)-benzyl)isonicotinamide), base. Run in O1CCCC1 (tetrahydrofuran). Conditions: time 2 hour. Yields the product C(C1=CC=CC=C1)NC(C1=CC(=NC=C1)C1=C(C=CC(=C1)N1CCCCC1)NC(C1=CC(=CC=C1)CN(CCN1CCNCC1)C)=O)=O (N-benzyl-2-(2-(3-((methyl(2-(piperazin-1-yl)ethyl)amino)methyl)benzamido)-5-(piperidin-1-yl)phenyl)isonicotinamide), yellow solid. The yield is 17.0%. RXN SMILES: [CH3:1][N:2]([CH2:12][C:13]1[CH:14]=[C:15]([CH:51]=[CH:52][CH:53]=1)[C:16]([NH:18][C:19]1[CH:24]=[CH:23][C:22]([N:25]2[CH2:30][CH2:29][CH2:28][CH2:27][CH2:26]2)=[CH:21][C:20]=1[C:31]1[CH:32]=[C:33]([CH:48]=[CH:49][N:50]=1)[C:34]([NH:36][CH2:37][C:38]1[CH:43]=[CH:42][CH:41]=[C:40](C(F)(F)F)[CH:39]=1)=[O:35])=[O:17])[CH2:3][CH2:4][N:5]1[CH2:10][CH2:9][N:8](C)[CH2:7][CH2:6]1.C(OC(=O)C)(=O)C.N1C=CC=CC=1>O1CCCC1>[CH2:37]([NH:36][C:34](=[O:35])[C:33]1[CH:48]=[CH:49][N:50]=[C:31]([C:20]2[CH:21]=[C:22]([N:25]3[CH2:30][CH2:29][CH2:28][CH2:27][CH2:26]3)[CH:23]=[CH:24][C:19]=2[NH:18][C:16](=[O:17])[C:15]2[CH:51]=[CH:52][CH:53]=[C:13]([CH2:12][N:2]([CH3:1])[CH2:3][CH2:4][N:5]3[CH2:10][CH2:9][NH:8][CH2:7][CH2:6]3)[CH:14]=2)[CH:32]=1)[C:38]1[CH:39]=[CH:40][CH:41]=[CH:42][CH:43]=1. Procedure details: The free base of N-benzyl-2-(2-(3-((methyl(2-(piperazin-1-yl)ethyl)amino)methyl)benzamido)-5-(piperidin-1-yl)phenyl)isonicotinamide was prepared as described in the preparation of 2-(2-(3-((methyl(2-(4-methylpiperazin-1-yl)ethyl)amino)methyl)benzamido)-5-(piperidin-1-yl)phenyl)-N-(3-(trifluoromethyl)-benzyl)isonicotinamide 40. Into a 50-mL round-bottom flask, was placed a solution of this free base (150 mg, 0.21 mmol, 1.00 equiv) in tetrahydrofuran (5 mL), acetyl acetate (26 mg, 0.25 mmol, 1.20 ... Starting materials: BrCC1=CC=C(C=C1)C1=C(C=CC=C1)C1=NN=NN1CC1=CC=C(C=C1)OC (5-[4′-(bromomethyl)biphenyl-2-yl]-1-(p-methoxybenzyl)-1H-tetrazole), BrCC1=CC=C(C=C1)C1=C(C=CC=C1)C1=NN=NN1CC1=CC=C(C=C1)OC (5-[4′-(bromomethyl)biphenyl-2-yl]-1-(p-methoxybenzyl)-1H-tetrazole), C(C)#N (acetonitrile), C(C)(C)(C)OC(=O)NC1=C(C(=O)OC)C=CC=C1[N+](=O)[O-] (methyl 2-(tert-butoxycarbonylamino)-3-nitrobenzoate), C(C)(C)(C)OC(=O)NC1=C(C(=O)OC)C=CC=C1[N+](=O)[O-] (methyl 2-(tert-butoxycarbonylamino)-3-nitrobenzoate), C([O-])([O-])=O.[K+].[K+] (potassium carbonate). The solvent is C1(=CC=CC=C1)C.C(C)(=O)OCC (toluene ethyl acetate). Product: C(C)(C)(C)OC(=O)N(CC1=CC=C(C=C1)C1=C(C=CC=C1)C1=NN=NN1CC1=CC=C(C=C1)OC)C1=C(C(=O)OC)C=CC=C1[N+](=O)[O-] (methyl 2-(N-tert-butoxycarbonyl-N-{(2′-[1-(p-methoxybenzyl)-1H-tetrazol-5-yl]biphenyl-4-yl)methyl}amino)-3-nitrobenzoate). Reaction SMILES: Br[CH2:2][C:3]1[CH:8]=[CH:7][C:6]([C:9]2[CH:14]=[CH:13][CH:12]=[CH:11][C:10]=2[C:15]2[N:19]([CH2:20][C:21]3[CH:26]=[CH:25][C:24]([O:27][CH3:28])=[CH:23][CH:22]=3)[N:18]=[N:17][N:16]=2)=[CH:5][CH:4]=1.C(#N)C.[C:32]([O:36][C:37]([NH:39][C:40]1[C:49]([N+:50]([O-:52])=[O:51])=[CH:48][CH:47]=[CH:46][C:41]=1[C:42]([O:44][CH3:45])=[O:43])=[O:38])([CH3:35])([CH3:34])[CH3:33].C(=O)([O-])[O-].[K+].[K+]>C1(C)C=CC=CC=1.C(OCC)(=O)C>[C:32]([O:36][C:37]([N:39]([C:40]1[C:49]([N+:50]([O-:52])=[O:51])=[CH:48][CH:47]=[CH:46][C:41]=1[C:42]([O:44][CH3:45])=[O:43])[CH2:2][C:3]1[CH:8]=[CH:7][C:6]([C:9]2[CH:14]=[CH:13][CH:12]=[CH:11][C:10]=2[C:15]2[N:19]([CH2:20][C:21]3[CH:26]=[CH:25][C:24]([O:27][CH3:28])=[CH:23][CH:22]=3)[N:18]=[N:17][N:16]=2)=[CH:5][CH:4]=1)=[O:38])([CH3:35])([CH3:33])[CH3:34] |f:3.4.5,6.7|. Procedure details: A mixture of 5-[4′-(bromomethyl)biphenyl-2-yl]-1-(p-methoxybenzyl)-1H-tetrazole (compound 5a, 9.25 g, 21.2 mmol), acetonitrile (107 ml), methyl 2-(tert-butoxycarbonylamino)-3-nitrobenzoate (compound 19a, 6.43 g, 21.7 mmol) and potassium carbonate (3.00 g, 21.7 mmol) was heated under reflux for 6 hr under a nitrogen atmosphere. The reaction was monitored by TLC (eluent: toluene/ethyl acetate (4:1)). The reaction mixture was cooled, and filtered, and the cake was washed with acetonitrile (35 mL). ...